From a dataset of the Open Reaction Database (ORD), a public repository of structured organic reaction records. describe an organic reaction: reactants, conditions, products, and yield The reactants are NC(=O)CC1=CN=CN1CC1=CC=C(C#N)C=C1 (4-[5-(aminocarbonyl-methyl)imidazol-1-ylmethyl]benzonitrile), COC=1C=CC(=CC1)P2(=S)SP(=S)(S2)C=3C=CC(=CC3)OC (Lawesson's reagent). Solvent: O1CCOCC1 (1,4-dioxane). Run at temperature 80 celsius. Yields the product C(#N)C1=CC=C(CN2C=NC=C2CC(=S)N)C=C1 (1-(4-Cyanobenzyl)-5-(aminothiocarbonyl)methyl-1H-imidazole). As a reaction SMILES: [NH2:1][C:2]([CH2:4][C:5]1[N:9]([CH2:10][C:11]2[CH:18]=[CH:17][C:14]([C:15]#[N:16])=[CH:13][CH:12]=2)[CH:8]=[N:7][CH:6]=1)=O.COC1C=CC(P2(SP(C3C=CC(OC)=CC=3)(=S)S2)=[S:28])=CC=1>O1CCOCC1>[C:15]([C:14]1[CH:17]=[CH:18][C:11]([CH2:10][N:9]2[C:5]([CH2:4][C:2]([NH2:1])=[S:28])=[CH:6][N:7]=[CH:8]2)=[CH:12][CH:13]=1)#[N:16]. Procedure details: To a 50 mL round bottomed flask with a stirring bar, reflux condenser and an argon inlet was added 4-[5-(aminocarbonyl-methyl)imidazol-1-ylmethyl]benzonitrile (0.36 g, 1.49 mmol), Lawesson's reagent (0.73 g, 1.8 mmol) and 1,4-dioxane (10 mL). This well stirred mixture was heated at 80° C. for 24 hours. The cooled reaction mixture was concentrated in vacuo and the residue was chromatographed (silica gel, 10% 2-propanol in ammonia saturated CHCl3). The title compound was obtained as a yellow, crys... The reactants are C(C)N(SCl)CC (N,N-diethylaminosulfenyl chloride), F (hydrogen fluoride), C(Cl)Cl (methylene chloride), CN=C=O (methylisocyanate). Solvent: C(C)N(CC)CC (Triethylamine). Reaction conditions: time 1 hour. The product is CN(C(=O)F)SN(CC)CC (N-methyl-N-(diethylaminosulfenyl)carbamoyl fluoride). Isolated yield 62.9%. As a reaction SMILES: [FH:1].C(Cl)Cl.[CH3:5][N:6]=[C:7]=[O:8].[CH2:9]([N:11]([CH2:14][CH3:15])[S:12]Cl)[CH3:10]>C(N(CC)CC)C>[CH3:5][N:6]([S:12][N:11]([CH2:14][CH3:15])[CH2:9][CH3:10])[C:7]([F:1])=[O:8]. Procedure details: Anhydrous hydrogen fluoride (3.0 g, 0.15 mole) was added to 150 ml of methylene chloride at -10° C. Then 8.6 g of methylisocyanate was added, followed by 20.9 g (0.15 mole) of N,N-diethylaminosulfenyl chloride at 0° C. Triethylamine (15.2 g) was then added at 0° C. over a 15-minute period, and the mixture was stirred at +5° C. for 1 hour. The mixture was then extracted with water (100 ml), saturated sodium bicarbonate solution, and water again. After drying (MgSO4), the solvent was removed in va...